Dataset: the Open Reaction Database (ORD), a public repository of structured organic reaction records. Task: describe an organic reaction: reactants, conditions, products, and yield Reactants: C(C1=CC=CC=C1)(=O)O[C@H]1[C@@H](O[C@@H](C1)\C=C\P(=O)(OCC)OCC)N1N=NC2=C1N=CN=C2N ((2R,3R,5S)-2-(7-amino-3H-[1,2,3]triazolo[4,5-d]pyrimidin-3-yl)-5-((E)-2-(diethoxyphosphoryl)vinyl)-tetrahydrofuran-3-yl benzoate), C(C)(=O)NC=1NC(C=2N=CN(C2N1)C1OC(CC1OC(C1=CC=CC=C1)=O)C=CP(=O)(O)O)=O (Benzoic acid 2-(2-acetylamino-6-oxo-1,6-dihydro-purin-9-yl)-5-(2-phosphono-vinyl)-tetrahydro-furan-3-yl ester). Yields the product NC=1C2=C(N=CN1)N(N=N2)[C@H]2[C@@H](C[C@H](O2)/C=C/P(O)(O)=O)O ((E)-2-((2S,4R,5R)-5-(7-amino-3H-[1,2,3]triazolo[4,5-d]pyrimidin-3-yl)-4-hydroxy-tetrahydrofuran-2-yl)vinylphosphonic acid). Isolated yield 76.2%. Reaction SMILES: C([O:9][C@@H:10]1[CH2:14][C@@H:13](/[CH:15]=[CH:16]/[P:17]([O:22]CC)([O:19]CC)=[O:18])[O:12][C@H:11]1[N:25]1[C:29]2[N:30]=[CH:31][N:32]=[C:33]([NH2:34])[C:28]=2[N:27]=[N:26]1)(=O)C1C=CC=CC=1.C(NC1NC(=O)C2N=CN(C3C(OC(=O)C4C=CC=CC=4)CC(C=CP(O)(O)=O)O3)C=2N=1)(=O)C>>[NH2:34][C:33]1[C:28]2[N:27]=[N:26][N:25]([C@@H:11]3[O:12][C@H:13](/[CH:15]=[CH:16]/[P:17](=[O:18])([OH:19])[OH:22])[CH2:14][C@H:10]3[OH:9])[C:29]=2[N:30]=[CH:31][N:32]=1. Reported procedure: Compound 38.2 (60 mg, 68% yield) was synthesized from compound 38.1 (115 mg, 0.24 mmol) using the procedure described for the preparation of compound 9.10. 1H NMR (D2O, 300 MHz): δ 2.31-2.55 (m, 2H), 4.78-4.98 (m, 2H), 5.78-5.88 (m, 1H), 5.94-6.08 (m, 1H), 6.23 (s, 1H). 31PNMR: 9.20 ppm. LRMS C10H13N6O5P requires 327.1. Found 327.0. Starting materials: O=C(O)c1ccc(Br)cc1, CC(C)(C)c1cccc(NC(=O)c2ccc(N3CCNCC3)c(F)c2)c1, CC(C)(C)[O-], [Na+], C1COCCO1. The product is CC(C)(C)c1cccc(NC(=O)c2ccc(N3CCN(c4ccc(C(=O)O)cc4)CC3)c(F)c2)c1. RXN SMILES: [Br:27][c:28]1[cH:29][cH:30][c:31]([C:32](=[O:33])[OH:34])[cH:35][cH:36]1.[C:1]([CH3:2])([CH3:3])([CH3:4])[c:5]1[cH:6][c:7]([NH:11][C:12]([c:13]2[cH:14][c:15]([F:25])[c:16]([N:19]3[CH2:20][CH2:21][NH:22][CH2:23][CH2:24]3)[cH:17][cH:18]2)=[O:26])[cH:8][cH:9][cH:10]1.[CH3:37][C:38]([CH3:39])([O-:40])[CH3:41].[Na+:42].[O:43]1[CH2:44][CH2:45][O:46][CH2:47][CH2:48]1>>[C:1]([CH3:2])([CH3:3])([CH3:4])[c:5]1[cH:6][c:7]([NH:11][C:12]([c:13]2[cH:14][c:15]([F:25])[c:16]([N:19]3[CH2:20][CH2:21][N:22]([c:28]4[cH:29][cH:30][c:31]([C:32](=[O:33])[OH:34])[cH:35][cH:36]4)[CH2:23][CH2:24]3)[cH:17][cH:18]2)=[O:26])[cH:8][cH:9][cH:10]1. Reactants: BrCC1=CC=CC=C1 ((bromomethyl)benzene), BrCC1=CC=CC=C1 ((bromomethyl)benzene), N[C@@H]1[C@H](CCC1)NC(OC(C)(C)C)=O (tert-butyl N-[(1S,2S)-2-aminocyclopentyl]carbamate), C([O-])([O-])=O.[K+].[K+] (potassium carbonate). Solvent: CN(C)C=O (DMF), C(C)(=O)OCC (ethyl acetate). Conditions: time 24 hour. The product is C(C1=CC=CC=C1)N([C@@H]1[C@H](CCC1)NC(OC(C)(C)C)=O)CC1=CC=CC=C1 (tert-Butyl N-[(1S,2S)-2-(dibenzylamino)cyclopentyl]carbamate). RXN SMILES: [NH2:1][C@H:2]1[CH2:6][CH2:5][CH2:4][C@@H:3]1[NH:7][C:8](=[O:14])[O:9][C:10]([CH3:13])([CH3:12])[CH3:11].C(=O)([O-])[O-].[K+].[K+].Br[CH2:22][C:23]1[CH:28]=[CH:27][CH:26]=[CH:25][CH:24]=1>CN(C=O)C.C(OCC)(=O)C>[CH2:22]([N:1]([CH2:22][C:23]1[CH:28]=[CH:27][CH:26]=[CH:25][CH:24]=1)[C@H:2]1[CH2:6][CH2:5][CH2:4][C@@H:3]1[NH:7][C:8](=[O:14])[O:9][C:10]([CH3:11])([CH3:13])[CH3:12])[C:23]1[CH:28]=[CH:27][CH:26]=[CH:25][CH:24]=1 |f:1.2.3|. Procedure: To a suspension of tert-butyl N-[(1S,2S)-2-aminocyclopentyl]carbamate (CAS number 586961-34-4; 500 mg, 2.50 mmol) and potassium carbonate (518 mg, 3.74 mmol) in DMF (5 ml) was added (bromomethyl)benzene (CAS number 100-39-0; 356 μl, 3.00 mmol). The reaction was stirred at room temperature for 24 hours. To this was then added further (bromomethyl)benzene (CAS number 100-39-0; 356 μl, 3.00 mmol) and stirring was continued for 24 hours. The reaction mixture was diluted with ethyl acetate (40 ml) an... Procedure details: To 10 ml of methanol was added 1.45 g of 1,3-diiminoisoindoline, and the solution was then stirred under reflux to dissolve the 1,3-diiminoisoindoline. Afterward, 1.22 g of benzoic acid was added to this methanol solution, and stirring was further continued for 5 minutes under reflux. After cooling, the resultant precipitate was collected by filtration, and then washed with 5 ml of methanol. After drying, 2.54 g (yield=95%) of a white powder was obtained. The melting point and the values of elem... Run at time 5 minute. As a reaction SMILES: [NH:1]=[C:2]1[C:10]2[C:5](=[CH:6][CH:7]=[CH:8][CH:9]=2)[C:4](=[NH:11])[NH:3]1.[C:12]([OH:20])(=[O:19])[C:13]1[CH:18]=[CH:17][CH:16]=[CH:15][CH:14]=1>CO>[C:12]([OH:20])(=[O:19])[C:13]1[CH:18]=[CH:17][CH:16]=[CH:15][CH:14]=1.[NH:1]=[C:2]1[C:10]2[C:5](=[CH:6][CH:7]=[CH:8][CH:9]=2)[C:4](=[NH:11])[NH:3]1 |f:3.4|. Solvent: CO (methanol), CO (methanol). Isolated yield 95.1%. The reactants are N=C1NC(C2=CC=CC=C12)=N (1,3-diiminoisoindoline), C(C1=CC=CC=C1)(=O)O (benzoic acid), N=C1NC(C2=CC=CC=C12)=N (1,3-diiminoisoindoline). The product is C(C1=CC=CC=C1)(=O)O.N=C1NC(C2=CC=CC=C12)=N (1,3-diiminoisoindoline benzoate).